This data is from the Open Reaction Database (ORD), a public repository of structured organic reaction records. The task is: describe an organic reaction: reactants, conditions, products, and yield Reactants: COc1ccc(O)cc1, Cl, CC(C)C(=O)Nc1cccc(C2CCN(CCCCCC(O)c3ccc(F)cc3)CC2)c1. Yields the product COc1ccc(OC(CCCCCN2CCC(c3cccc(NC(=O)C(C)C)c3)CC2)c2ccc(F)cc2)cc1. Reaction SMILES: [CH3:1][O:2][c:3]1[cH:4][cH:5][c:6]([OH:9])[cH:7][cH:8]1.[ClH:42].[F:10][c:11]1[cH:12][cH:13][c:14]([CH:17]([CH2:18][CH2:19][CH2:20][CH2:21][CH2:22][N:23]2[CH2:24][CH2:25][CH:26]([c:29]3[cH:30][c:31]([NH:35][C:36]([CH:37]([CH3:38])[CH3:39])=[O:40])[cH:32][cH:33][cH:34]3)[CH2:27][CH2:28]2)[OH:41])[cH:15][cH:16]1>>[CH3:1][O:2][c:3]1[cH:4][cH:5][c:6]([O:41][CH:17]([c:14]2[cH:13][cH:12][c:11]([F:10])[cH:16][cH:15]2)[CH2:18][CH2:19][CH2:20][CH2:21][CH2:22][N:23]2[CH2:24][CH2:25][CH:26]([c:29]3[cH:30][c:31]([NH:35][C:36]([CH:37]([CH3:38])[CH3:39])=[O:40])[cH:32][cH:33][cH:34]3)[CH2:27][CH2:28]2)[cH:7][cH:8]1. The reactants are N1=C(C=CC=C1)N1N=NC=2C=NC=CC21 (1-Pyridin-2-yl-1H-[1,2,3]-triazolo[4,5-c]pyridine). Reagents/catalysts: [Rh] (Rh/C). The solvent is CC(=O)O (HOAc). Reaction conditions: time 2 hour. Product: N1=C(C=CC=C1)N1N=NC=2CNCCC21 (1-(Pyridin-2-yl)-4,5,6,7-tetrahydro-1H-[1,2,3]triazolo[4,5-c]pyridine). Reaction SMILES: [N:1]1[CH:6]=[CH:5][CH:4]=[CH:3][C:2]=1[N:7]1[C:15]2[CH:14]=[CH:13][N:12]=[CH:11][C:10]=2[N:9]=[N:8]1>CC(O)=O.[Rh]>[N:1]1[CH:6]=[CH:5][CH:4]=[CH:3][C:2]=1[N:7]1[C:15]2[CH2:14][CH2:13][NH:12][CH2:11][C:10]=2[N:9]=[N:8]1. Procedure: 1-Pyridin-2-yl-1H-[1,2,3]-triazolo[4,5-c]pyridine (23 mg, 0.12 mmol) in HOAc (14 mL) was hydrogenated at 50 bar using Rh/C as catalyst on the H-cube apparatus with a flow rate of 1 ml/min and looped with product recycling for 2 hrs. Reaction was concentrated then partially purified on 12 g SiO2 with 0-10% NH3 MeOH/CH2Cl2. Used without further purification in next reaction. MS (ESI): mass calcd. for C10H11N5, 201.2. m/z found, 202.2 [M+H]+. 1H NMR (400 MHz, CDCl3): δ 8.49 (ddd, J=4.9, 2.0, 0.9 Hz... Starting materials: C(CCCC)[C@@H]1CC[C@H](CC1)/C=C/CCC1=CC=C(C=O)C=C1 (4-[4E-(trans-4-pentylcyclohexyl)-3-butenyl]benzaldehyde), CC(=O)C.OS(=O)(=O)O.O=[Cr](=O)=O (Jones' reagent), O (water). The solvent is CC(=O)C (acetone). Conditions: time 1 hour. The product is C(CCCC)[C@@H]1CC[C@H](CC1)/C=C/CCC1=CC=C(C(=O)O)C=C1 (4-[4E-(trans-4-pentylcyclohexyl)-3-butenyl]benzoic acid). Reaction SMILES: [CH2:1]([C@H:6]1[CH2:11][CH2:10][C@H:9](/[CH:12]=[CH:13]/[CH2:14][CH2:15][C:16]2[CH:23]=[CH:22][C:19]([CH:20]=[O:21])=[CH:18][CH:17]=2)[CH2:8][CH2:7]1)[CH2:2][CH2:3][CH2:4][CH3:5].CC(C)=[O:26].OS(O)(=O)=O.O=[Cr](=O)=O.O>CC(C)=O>[CH2:1]([C@H:6]1[CH2:7][CH2:8][C@H:9](/[CH:12]=[CH:13]/[CH2:14][CH2:15][C:16]2[CH:17]=[CH:18][C:19]([C:20]([OH:26])=[O:21])=[CH:22][CH:23]=2)[CH2:10][CH2:11]1)[CH2:2][CH2:3][CH2:4][CH3:5] |f:1.2.3|. Procedure details: A solution of 4 g of 4-[4E-(trans-4-pentylcyclohexyl)-3-butenyl]benzaldehyde (prepared according to Example 5) in 100 ml of acetone was treated dropwise with 10 ml of Jones' reagent. The mixture was stirred at room temperature for 1 hour and then poured into 100 ml of water. The precipitate which thereby resulted was filtered off, washed portionwise with water and dried in a vacuum. The crude product was recrystallized from ethanol and gave 2.5 g of pure 4-[4E-(trans-4-pentylcyclohexyl)-3-buteny... Reactants: ClCCCN1C(COC2=C1C=C(C=C2)OC)=O (4-(3-Chloropropyl)-6-methoxy-4H-benzo[1,4]oxazin-3-one), C(=O)([O-])[O-].[K+].[K+] (K2CO3), [Na+].[I-] (NaI), C(CCC)C1CCNCC1 (4-butylpiperidine). Run in CCCCCCC.CCOC(=O)C (Heptane EtOAc). Product: C(CCC)C1CCN(CC1)CCCN1C(COC2=C1C=C(C=C2)OC)=O (4-[3-(4-Butylpiperidin-1-yl)propyl]-6-methoxy-4H-benzo[1,4]oxazin-3-one). Yield: 77.7%. RXN SMILES: Cl[CH2:2][CH2:3][CH2:4][N:5]1[C:10]2[CH:11]=[C:12]([O:15][CH3:16])[CH:13]=[CH:14][C:9]=2[O:8][CH2:7][C:6]1=[O:17].C([O-])([O-])=O.[K+].[K+].[Na+].[I-].[CH2:26]([CH:30]1[CH2:35][CH2:34][NH:33][CH2:32][CH2:31]1)[CH2:27][CH2:28][CH3:29]>CCCCCCC.CCOC(C)=O>[CH2:26]([CH:30]1[CH2:35][CH2:34][N:33]([CH2:2][CH2:3][CH2:4][N:5]2[C:10]3[CH:11]=[C:12]([O:15][CH3:16])[CH:13]=[CH:14][C:9]=3[O:8][CH2:7][C:6]2=[O:17])[CH2:32][CH2:31]1)[CH2:27][CH2:28][CH3:29] |f:1.2.3,4.5,7.8|. Procedure details: 4-(3-Chloropropyl)-6-methoxy-4H-benzo[1,4]oxazin-3-one (81MF2249b) (0.127 g, 0.50 mmol), K2CO3 (0.137 g, 1.0 mmol), NaI (0.149 g, 1.0 mmol) and 4-butylpiperidine (0.075 g, 0.52 mmol) were mixed according to GP12. CC (SiO2; Heptane/EtOAc 4:1-4) gave the title compound (81MF2249) (0.14 g, 85%). 1H NMR (CDCl3) δ. 6.88 (d, J=8.8 Hz, 1H), 6.67 (d, J=2.4 Hz, 1H), 6.49 (dd, J=8.8 Hz, J=2.4 Hz, 1H), 4.51 (s, 2H), 3.93 (t, 7.2 Hz, 2H), 3.77 (s, 3H), 2.86 (d, J=10.8 Hz, 2H), 2.36 (t, J=7.2 Hz, 2H), 1.90-1... Reactants: ClC=1C2=C(N=CN1)CC[C@H]2C ((R)-4-Chloro-5-methyl-6,7-dihydro-5H-cyclopenta[d]pyrimidine), ClC1=CC=C(CN(C(=O)N2CCNCC2)CCNC(OC(C)(C)C)=O)C=C1 (tert-butyl 2-(N-(4-chlorobenzyl)piperazine-1-carboxamido)ethylcarbamate), CCN(C(C)C)C(C)C (Hunig's base). Run in C(C)#N (acetonitrile), O (H2O). Reaction conditions: temperature 80 celsius. Product: ClC1=CC=C(CN(C(=O)N2CCN(CC2)C=2C3=C(N=CN2)CC[C@H]3C)CCNC(OC(C)(C)C)=O)C=C1 ((R)-tert-butyl 2-(N-(4-chlorobenzyl)-4-(5-methyl-6,7-dihydro-5H-cyclopenta[d]pyrimidin-4-yl)piperazine-1-carboxamido)ethylcarbamate). The yield is 30.2%. RXN SMILES: Cl[C:2]1[C:3]2[C@H:10]([CH3:11])[CH2:9][CH2:8][C:4]=2[N:5]=[CH:6][N:7]=1.[Cl:12][C:13]1[CH:38]=[CH:37][C:16]([CH2:17][N:18]([CH2:27][CH2:28][NH:29][C:30](=[O:36])[O:31][C:32]([CH3:35])([CH3:34])[CH3:33])[C:19]([N:21]2[CH2:26][CH2:25][NH:24][CH2:23][CH2:22]2)=[O:20])=[CH:15][CH:14]=1.CCN(C(C)C)C(C)C>C(#N)C.O>[Cl:12][C:13]1[CH:14]=[CH:15][C:16]([CH2:17][N:18]([CH2:27][CH2:28][NH:29][C:30](=[O:36])[O:31][C:32]([CH3:33])([CH3:34])[CH3:35])[C:19]([N:21]2[CH2:22][CH2:23][N:24]([C:2]3[C:3]4[C@H:10]([CH3:11])[CH2:9][CH2:8][C:4]=4[N:5]=[CH:6][N:7]=3)[CH2:25][CH2:26]2)=[O:20])=[CH:37][CH:38]=1. Procedure: (R)-4-Chloro-5-methyl-6,7-dihydro-5H-cyclopenta[d]pyrimidine (46 mg, 0.27 mmol, 1.1 eq.) was added to a solution of the tert-butyl 2-(N-(4-chlorobenzyl)piperazine-1-carboxamido)ethylcarbamate (100 mg, 0.25 mmol) and Hunig's base (0.1 mL, 0.75 mmol, 3 eq.) in acetonitrile (3 mL). The resulting mixture was heated to 80° C. overnight. The reaction mixture was diluted with H2O and extracted with DCM, dried and concentrated to yield (R)-tert-butyl 2-(N-(4-chlorobenzyl)-4-(5-methyl-6,7-dihydro-5H-cycl... The reactants are Brc1cscc1Br, CC(C)[Mg+], [Cl-], C1CCOC1, O. The product is CCOC(=O)c1cscc1Br. As a reaction SMILES: [Br:6][c:7]1[cH:8][s:9][cH:10][c:11]1[Br:12].[CH:2]([Mg+:3])([CH3:4])[CH3:5].[Cl-:1].[O:14]1[CH2:15][CH2:16][CH2:17][CH2:18]1.[OH2:13]>>[c:7]1([C:18](=[O:13])[O:14][CH2:15][CH3:16])[cH:8][s:9][cH:10][c:11]1[Br:12].